From a dataset of the Open Reaction Database (ORD), a public repository of structured organic reaction records. describe an organic reaction: reactants, conditions, products, and yield Starting materials: C(C)OC(CCCOC1=C(C(=CC=C1)CCCCCCOC1=CC(=CC(=C1)OCC1CCCC1)Br)CCC(=O)OCC)=O (4-[3-[6-(3-bromo-5-cyclopentylmethoxy-phenoxy)-hexyl]-2-(2-ethoxycarbonyl-ethyl)-phenoxy]-butyric acid ethyl ester), FC=1C=C(C=CC1)B(O)O (3-fluorophenylboronic acid), C([O-])([O-])=O.[Cs+].[Cs+] (cesium carbonate). Reagents/catalysts: C1=CC=C(C=C1)P([C-]2C=CC=C2)C3=CC=CC=C3.C1=CC=C(C=C1)P([C-]2C=CC=C2)C3=CC=CC=C3.Cl[Pd]Cl.[Fe+2] ([1,1′-bis(diphenylphosphino)ferrocene]dichloropalladium(II)). Product: C(C)OC(CCCOC1=C(C(=CC=C1)CCCCCCOC=1C=C(C=C(C1)OCC1CCCC1)C1=CC(=CC=C1)F)CCC(=O)OCC)=O (4-[3-[6-(5-cyclopentylmethoxy-3′-fluoro-biphenyl-3-yloxy)-hexyl]-2-(2-ethoxycarbonyl-ethyl)-phenoxy]-butyric acid ethyl ester). Isolated yield 73.2%. As a reaction SMILES: [CH2:1]([O:3][C:4](=[O:43])[CH2:5][CH2:6][CH2:7][O:8][C:9]1[CH:14]=[CH:13][CH:12]=[C:11]([CH2:15][CH2:16][CH2:17][CH2:18][CH2:19][CH2:20][O:21][C:22]2[CH:27]=[C:26]([O:28][CH2:29][CH:30]3[CH2:34][CH2:33][CH2:32][CH2:31]3)[CH:25]=[C:24](Br)[CH:23]=2)[C:10]=1[CH2:36][CH2:37][C:38]([O:40][CH2:41][CH3:42])=[O:39])[CH3:2].[F:44][C:45]1[CH:46]=[C:47](B(O)O)[CH:48]=[CH:49][CH:50]=1.C(=O)([O-])[O-].[Cs+].[Cs+]>C1C=CC(P(C2C=CC=CC=2)[C-]2C=CC=C2)=CC=1.C1C=CC(P(C2C=CC=CC=2)[C-]2C=CC=C2)=CC=1.Cl[Pd]Cl.[Fe+2]>[CH2:1]([O:3][C:4](=[O:43])[CH2:5][CH2:6][CH2:7][O:8][C:9]1[CH:14]=[CH:13][CH:12]=[C:11]([CH2:15][CH2:16][CH2:17][CH2:18][CH2:19][CH2:20][O:21][C:22]2[CH:23]=[C:24]([C:49]3[CH:48]=[CH:47][CH:46]=[C:45]([F:44])[CH:50]=3)[CH:25]=[C:26]([O:28][CH2:29][CH:30]3[CH2:34][CH2:33][CH2:32][CH2:31]3)[CH:27]=2)[C:10]=1[CH2:36][CH2:37][C:38]([O:40][CH2:41][CH3:42])=[O:39])[CH3:2] |f:2.3.4,5.6.7.8|. Procedure: A similar procedure as described in Example 43, step 4 was used, starting from 4-[3-[6-(3-bromo-5-cyclopentylmethoxy-phenoxy)-hexyl]-2-(2-ethoxycarbonyl-ethyl)-phenoxy]-butyric acid ethyl ester (152 mg, 0.23 mmol), 3-fluorophenylboronic acid (65 mg, 0.46 mmol), [1,1′-bis(diphenylphosphino)ferrocene]dichloropalladium(II) (73 mg, 0.1 mmol), and cesium carbonate (150 mg, 0.46 mmol) to obtain 4-[3-[6-(5-cyclopentylmethoxy-3′-fluoro-biphenyl-3-yloxy)-hexyl]-2-(2-ethoxycarbonyl-ethyl)-phenoxy]-butyric... Reactants: B(Br)(Br)Br (BBr3), COC(C1=CC(=C(C=C1)C(C)(C)C)OC)=O (4-tert-butyl-3-methoxy-benzoic acid methyl ester). Run in C(Cl)Cl (CH2Cl2), C(Cl)Cl (CH2Cl2). Conditions: time 8 hour. Product: COC(C1=CC(=C(C=C1)C(C)(C)C)O)=O (4-tert-Butyl-3-hydroxy-benzoic acid methyl ester). Reaction SMILES: [CH3:1][O:2][C:3](=[O:16])[C:4]1[CH:9]=[CH:8][C:7]([C:10]([CH3:13])([CH3:12])[CH3:11])=[C:6]([O:14]C)[CH:5]=1.B(Br)(Br)Br>C(Cl)Cl>[CH3:1][O:2][C:3](=[O:16])[C:4]1[CH:9]=[CH:8][C:7]([C:10]([CH3:11])([CH3:12])[CH3:13])=[C:6]([OH:14])[CH:5]=1. Procedure details: To a solution of borontribromide (3.38 mL, 35.1 mmol) in CH2Cl2 (35 mL), cooled to −60° C., is added under an argon atmosphere a solution of 4-tert-butyl-3-methoxy-benzoic acid methyl ester (2.60 g, 11.7 mmol) in CH2Cl2 (65 mL). The reaction is warmed to room temperature and stirring is continued overnight. Another aliquot of BBr3 (1.13 mL, 11.7 mmol) is added, and the mixture is stirred for 6 hrs at ambient temperature before quenching by careful addition of water. The aqueous layer is extracte...